The task is: describe an organic reaction: reactants, conditions, products, and yield. This data is from the Open Reaction Database (ORD), a public repository of structured organic reaction records. Starting materials: C1=C(C=CC2=CC=CC=C12)O (β-naphthol), C(=O)([O-])[O-].[K+].[K+] (K2CO3), BrCCCl (1-bromo-2-chloroethane). Run in CC(=O)C (acetone). The product is C1=C(C=CC2=CC=CC=C12)OCCCl (2-(2-Naphthyloxy)-1-chloroethane). As a reaction SMILES: [CH:1]1[C:10]2[C:5](=[CH:6][CH:7]=[CH:8][CH:9]=2)[CH:4]=[CH:3][C:2]=1[OH:11].C([O-])([O-])=O.[K+].[K+].Br[CH2:19][CH2:20][Cl:21]>CC(C)=O>[CH:1]1[C:10]2[C:5](=[CH:6][CH:7]=[CH:8][CH:9]=2)[CH:4]=[CH:3][C:2]=1[O:11][CH2:19][CH2:20][Cl:21] |f:1.2.3|. Procedure details: A mixture of β-naphthol (1 gm, 0.006 mole), anhydrous K2CO3 (10 gm, in excess) and 1-bromo-2-chloroethane (0.6 ml, 0.006 mole) was refluxed in dry acetone (50 ml) for 6 hours. Reaction mixture was filtered and filtrate was concentrated to get oily compound, which was crystallized with benzene-hexane to give the colorless crystals of pure desired compound. m.p. 94° C., (yield 1.36 gm, 96%). The reactants are Cl, [H-], Cn1nc(-c2nc(S(C)(=O)=O)c(N)nc2-c2ccccc2)ccc1=O, [Na+], OCCc1ccccc1. Product: Cn1nc(-c2nc(O)c(N)nc2-c2ccccc2)ccc1=O. Reaction SMILES: [ClH:37].[H-:2].[NH2:12][c:13]1[n:14][c:15](-[c:31]2[cH:32][cH:33][cH:34][cH:35][cH:36]2)[c:16](-[c:23]2[cH:24][cH:25][c:26](=[O:30])[n:27]([CH3:29])[n:28]2)[n:17][c:18]1[S:19]([CH3:20])(=[O:21])=[O:22].[Na+:1].[OH:3][CH2:4][CH2:5][c:6]1[cH:7][cH:8][cH:9][cH:10][cH:11]1>>[OH:3][c:18]1[c:13]([NH2:12])[n:14][c:15](-[c:31]2[cH:32][cH:33][cH:34][cH:35][cH:36]2)[c:16](-[c:23]2[cH:24][cH:25][c:26](=[O:30])[n:27]([CH3:29])[n:28]2)[n:17]1.